Dataset: the Open Reaction Database (ORD), a public repository of structured organic reaction records. Task: describe an organic reaction: reactants, conditions, products, and yield Reactants: FC=1C=C2C(=C(/C(/C2=CC1)=C/C1=CC=C(C=C1)SC)C)CCN(O)C1OCCCC1 ((Z)-5-Fluoro-2-methyl-1-(4-methylthiobenzylidene)-3-[2-((tetrahydropyran-2-yl)hydroxamino)ethyl]indene), [C@@]12(C(=O)CC(CC1)C2(C)C)CS(=O)(=O)O ((1R)-(−)-l0-camphorsulfonic acid). Solvent: CO (methanol). The product is FC=1C=C2C(=C(/C(/C2=CC1)=C/C1=CC=C(C=C1)SC)C)CCNO ((Z)-5-Fluoro-3-(2-hydroxaminoethyl)-2-methyl-1-(4-methylthiobenzylidene)indene). Reaction SMILES: [F:1][C:2]1[CH:3]=[C:4]2[C:8](=[CH:9][CH:10]=1)/[C:7](=[CH:11]\[C:12]1[CH:17]=[CH:16][C:15]([S:18][CH3:19])=[CH:14][CH:13]=1)/[C:6]([CH3:20])=[C:5]2[CH2:21][CH2:22][N:23](C1CCCCO1)[OH:24].[C@@]12(CS(O)(=O)=O)C(C)(C)C(CC1)CC2=O>CO>[F:1][C:2]1[CH:3]=[C:4]2[C:8](=[CH:9][CH:10]=1)/[C:7](=[CH:11]\[C:12]1[CH:17]=[CH:16][C:15]([S:18][CH3:19])=[CH:14][CH:13]=1)/[C:6]([CH3:20])=[C:5]2[CH2:21][CH2:22][NH:23][OH:24]. Reported procedure: A mixture of the indene intermediate from Step 3 (1 g, 2.35 mmol) and (1R)-(−)-l0-camphorsulfonic acid (546 mg, 2.35 mmol) in methanol (30 mL) was refluxed for 3 hours. The methanol was evaporated, the residue dissolved in ethyl acetate and the solution washed successively with water, twice with saturated aqueous sodium bicarbonate, and with water. After drying over Na2SO4, the residue obtained on evaporation of the solvent was triturated with ether and filtered to obtain the title compound as a... RXN SMILES: [CH3:1][O:2][C:3]1[N:8]=[C:7]([C:9]([F:12])([F:11])[F:10])[C:6]([NH2:13])=[CH:5][CH:4]=1.[C:14](Cl)(Cl)=[S:15].O>O1CCCC1.C(=O)([O-])O.[Na+]>[N:13]([C:6]1[C:7]([C:9]([F:10])([F:11])[F:12])=[N:8][C:3]([O:2][CH3:1])=[CH:4][CH:5]=1)=[C:14]=[S:15] |f:4.5|. Procedure: To a solution of 6-methoxy-2-(trifluoromethyl)pyridin-3-amine (6.99 g, 36.4 mmol) in tetrahydrofuran (60 mL) and saturated aqueous sodium hydrogen carbonate (60 mL) was added dropwise thiophosgene (2.8 mL, 36.5 mmol) at 0° C. The mixture was stirred at 0° C. for 0.5 hr. Water was added to the reaction mixture and the mixture was extracted with ethyl acetate. The organic layer was washed with brine, dried over anhydrous magnesium sulfate, and concentrated in vacuo to give the title compound (8.49... The solvent is O1CCCC1 (tetrahydrofuran), C(O)([O-])=O.[Na+] (sodium hydrogen carbonate). Product: N(=C=S)C=1C(=NC(=CC1)OC)C(F)(F)F (3-Isothiocyanato-6-methoxy-2-(trifluoromethyl)pyridine). The yield is 99.7%. The reactants are COC1=CC=C(C(=N1)C(F)(F)F)N (6-methoxy-2-(trifluoromethyl)pyridin-3-amine), C(=S)(Cl)Cl (thiophosgene), O (Water). Reaction conditions: temperature 0 celsius, time 0.5 hour. Reactants: OC1=CC(=CC2=C1N(C(=N2)C)CCOC)C(=O)N(C)C (7-Hydroxy-1-(2-methoxyethyl)-N,N,2-trimethyl-1H-benzimidazole-5-carboxamide), C([O-])([O-])=O.[K+].[K+] (potassium carbonate), N,N-dimethylmethyleneiminium iodide. Solvent: CN(C=O)C (N,N-dimethylformamide). Run at time 4 hour. Yields the product CN(C)CC=1C(=CC2=C(N(C(=N2)C)CCOC)C1O)C(=O)N(C)C (6-[(Dimethylamino)methyl]-7-hydroxy-1-(2-methoxyethyl)-N,N,2-trimethyl-1H-benzimidazole-5-carboxamide). The yield is 142.0%. RXN SMILES: [OH:1][C:2]1[C:7]2[N:8]([CH2:12][CH2:13][O:14][CH3:15])[C:9]([CH3:11])=[N:10][C:6]=2[CH:5]=[C:4]([C:16]([N:18]([CH3:20])[CH3:19])=[O:17])[CH:3]=1.C(=O)([O-])[O-].[K+].[K+]>CN(C)C=O>[CH3:7][N:8]([CH2:12][C:3]1[C:4]([C:16]([N:18]([CH3:20])[CH3:19])=[O:17])=[CH:5][C:6]2[N:10]=[C:9]([CH3:11])[N:8]([CH2:12][CH2:13][O:14][CH3:15])[C:7]=2[C:2]=1[OH:1])[CH3:9] |f:1.2.3|. Procedure details: To a stirred solution of 7-hydroxy-1-(2-methoxyethyl)-N,N,2-trimethyl-1H-benzimidazole-5-carboxamide (1.0 g, 3.6 mmol, Step 2) and potassium carbonate (748 mg, 5.4 mmol) in N,N-dimethylformamide (36 mL) at 0° C. was added N,N-dimethylmethyleneiminium iodide (867 mg, 4.7 mmol). After stirring at the same temperature for 4 hours, the reaction mixture was quenched with saturated sodium hydrogencarbonate aqueous solution and extracted with dichloromethane. The combined organic layer was washed with ... The reactants are N#Cc1cccc(C(Cl)c2cccc(Br)n2)c1, C1CCOC1, CC(C)[N-]C(C)C, [Li+], c1cncc(Cc2cccnc2)c1. RXN SMILES: [Br:22][c:23]1[cH:24][cH:25][cH:26][c:27]([CH:29]([c:30]2[cH:31][c:32]([C:33]#[N:34])[cH:35][cH:36][cH:37]2)[Cl:38])[n:28]1.[CH2:39]1[O:40][CH2:41][CH2:42][CH2:43]1.[CH3:15][CH:16]([N-:17][CH:18]([CH3:19])[CH3:20])[CH3:21].[Li+:14].[n:1]1[cH:2][c:3]([CH2:7][c:8]2[cH:9][n:10][cH:11][cH:12][cH:13]2)[cH:4][cH:5][cH:6]1>>[n:1]1[cH:2][c:3]([CH:7]([c:8]2[cH:9][n:10][cH:11][cH:12][cH:13]2)[CH:29]([c:27]2[cH:26][cH:25][cH:24][c:23]([Br:22])[n:28]2)[c:30]2[cH:31][c:32]([C:33]#[N:34])[cH:35][cH:36][cH:37]2)[cH:4][cH:5][cH:6]1. Yields the product N#Cc1cccc(C(c2cccc(Br)n2)C(c2cccnc2)c2cccnc2)c1. Reactants: CC(=Cc1ccc(C(=O)O)cc1)c1ccc2c(c1)C(C)(C)CCC2(C)C, ClCc1ccccc1. The product is CC(=Cc1ccc(C(=O)OCc2ccccc2)cc1)c1ccc2c(c1)C(C)(C)CCC2(C)C. RXN SMILES: [CH3:1][C:2]1([CH3:26])[c:3]2[cH:4][cH:5][c:6]([C:14](=[CH:15][c:16]3[cH:17][cH:18][c:19]([C:20](=[O:21])[OH:22])[cH:23][cH:24]3)[CH3:25])[cH:7][c:8]2[C:9]([CH3:12])([CH3:13])[CH2:10][CH2:11]1.[Cl:27][CH2:28][c:29]1[cH:30][cH:31][cH:32][cH:33][cH:34]1>>[CH3:1][C:2]1([CH3:26])[c:3]2[cH:4][cH:5][c:6]([C:14](=[CH:15][c:16]3[cH:17][cH:18][c:19]([C:20]([O:21][CH2:28][c:29]4[cH:30][cH:31][cH:32][cH:33][cH:34]4)=[O:22])[cH:23][cH:24]3)[CH3:25])[cH:7][c:8]2[C:9]([CH3:12])([CH3:13])[CH2:10][CH2:11]1. The reactants are FC1=CC=C(C=C1)CCS(=O)(=O)N1CCC(CC1)CN (C-{1-[2-(4-Fluoro-phenyl)-ethanesulfonyl]-piperidin-4-yl}-methylamine), BrC1=NC=CC=N1 (2-bromopyrimidine), C(C)(C)N(C(C)C)CC (N,N-diisopropylethylamine). Run in CC(C)O (2-propanol). Yields the product FC1=CC=C(C=C1)CCS(=O)(=O)N1CCC(CC1)CNC1=NC=CC=N1 ({1-[2-(4-Fluoro-phenyl)-ethanesulfonyl]-piperidin-4-ylmethyl}-pyrimidin-2-yl-amine). Reaction SMILES: [F:1][C:2]1[CH:7]=[CH:6][C:5]([CH2:8][CH2:9][S:10]([N:13]2[CH2:18][CH2:17][CH:16]([CH2:19][NH2:20])[CH2:15][CH2:14]2)(=[O:12])=[O:11])=[CH:4][CH:3]=1.Br[C:22]1[N:27]=[CH:26][CH:25]=[CH:24][N:23]=1.C(N(CC)C(C)C)(C)C>CC(O)C>[F:1][C:2]1[CH:7]=[CH:6][C:5]([CH2:8][CH2:9][S:10]([N:13]2[CH2:14][CH2:15][CH:16]([CH2:19][NH:20][C:22]3[N:27]=[CH:26][CH:25]=[CH:24][N:23]=3)[CH2:17][CH2:18]2)(=[O:11])=[O:12])=[CH:4][CH:3]=1. Procedure: A mixture of 0.3 g of C-{1-[2-(4-Fluoro-phenyl)-ethanesulfonyl]-piperidin-4-yl}-methylamine, 0.3 g of 2-bromopyrimidine, 25 mL of 2-propanol and 0.3 mL of N,N-diisopropylethylamine was heated to reflux overnight. Purification of the residue obtained after concentration under reduced pressure by preparative chromatography, eluting with ethyl acetate gave a white solid. The reactants are O=C([O-])[O-], C#CCBr, CC(C)=O, Cc1c(-c2cc(O)c(Cl)cc2F)nn(C)c1C#N, [K+], [K+]. Yields the product C#CCOc1cc(-c2nn(C)c(C#N)c2C)c(F)cc1Cl. As a reaction SMILES: [C:19](=[O:20])([O-:21])[O-:22].[CH2:25]([C:26]#[CH:27])[Br:28].[CH3:29][C:30](=[O:31])[CH3:32].[Cl:1][c:2]1[cH:3][c:4]([F:18])[c:5](-[c:9]2[n:10][n:11]([CH3:17])[c:12]([C:15]#[N:16])[c:13]2[CH3:14])[cH:6][c:7]1[OH:8].[K+:23].[K+:24]>>[Cl:1][c:2]1[cH:3][c:4]([F:18])[c:5](-[c:9]2[n:10][n:11]([CH3:17])[c:12]([C:15]#[N:16])[c:13]2[CH3:14])[cH:6][c:7]1[O:8][CH2:27][C:26]#[CH:25]. The product is O=C1Nc2c(Cl)cccc2C1=Cc1ccc2cccccc1-2. As a reaction SMILES: [CH2:24]1[CH2:25][NH:26][CH2:27][CH2:28]1.[CH3:29][CH2:30][OH:31].[Cl:1][c:2]1[cH:3][cH:4][cH:5][c:6]2[c:10]1[NH:9][C:8](=[O:11])[CH2:7]2.[c:12]1([CH:22]=[O:23])[cH:13][cH:14][c:15]2[cH:16][cH:17][cH:18][cH:19][cH:20][c:21]1-2>>[Cl:1][c:2]1[cH:3][cH:4][cH:5][c:6]2[c:10]1[NH:9][C:8](=[O:11])[C:7]2=[CH:22][c:12]1[cH:13][cH:14][c:15]2[cH:16][cH:17][cH:18][cH:19][cH:20][c:21]1-2. Starting materials: C1CCNC1, CCO, O=C1Cc2cccc(Cl)c2N1, O=Cc1ccc2cccccc1-2.